From a dataset of the Open Reaction Database (ORD), a public repository of structured organic reaction records. describe an organic reaction: reactants, conditions, products, and yield Reactants: CCO, NN, O=C1c2ccccc2C(=O)N1CCCN1CCCC(COc2ccccc2)C1. RXN SMILES: [CH3:31][CH2:32][OH:33].[NH2:1][NH2:2].[O:3]([c:4]1[cH:5][cH:6][cH:7][cH:8][cH:9]1)[CH2:10][CH:11]1[CH2:12][N:13]([CH2:17][CH2:18][CH2:19][N:20]2[C:21](=[O:22])[c:23]3[c:24]([cH:25][cH:26][cH:27][cH:28]3)[C:29]2=[O:30])[CH2:14][CH2:15][CH2:16]1>>[O:3]([c:4]1[cH:5][cH:6][cH:7][cH:8][cH:9]1)[CH2:10][CH:11]1[CH2:12][N:13]([CH2:17][CH2:18][CH2:19][NH2:20])[CH2:14][CH2:15][CH2:16]1. The product is NCCCN1CCCC(COc2ccccc2)C1. The reactants are C(C)(C)N(CC)C(C)C (diisopropylethylamine), ClC=1N=C(NC1CC)C(=O)N[C@@H]1[C@@H](CN(CC1)C=1SC(=C(N1)C)C(=O)O)OC (cis(±)-2-(4-{[(4-chloro-5-ethyl-1H-imidazol-2-yl)carbonyl]amino}-3-methoxypiperidin-1-yl)-4-methyl-1,3-thiazole-5-carboxylic acid), C=1C=CC2=C(C1)N=NN2O (HOBT), NC1CCN(CC1)C(=O)OC(C)(C)C (tert-butyl 4-aminopiperidine-1-carboxylate), CCN=C=NCCCN(C)C.Cl (WSC hydrochloride). Solvent: ClCCl (dichloromethane), CC(=O)N(C)C (DMA). Yields the product ClC=1N=C(NC1CC)C(=O)N[C@@H]1[C@@H](CN(CC1)C=1SC(=C(N1)C)C(=O)NC1CCN(CC1)C(=O)OC(C)(C)C)OC (tert-Butyl cis(±)-4-({[2-(4-{[(4-chloro-5-ethyl-1H-imidazol-2-yl)carbonyl]amino}-3-methoxypiperidin-1-yl)-4-methyl-1,3-thiazol-5-yl]carbonyl}amino)piperidine-1-carboxylate). The yield is 72.6%. As a reaction SMILES: [Cl:1][C:2]1[N:3]=[C:4]([C:9]([NH:11][C@H:12]2[CH2:17][CH2:16][N:15]([C:18]3[S:19][C:20]([C:24](O)=[O:25])=[C:21]([CH3:23])[N:22]=3)[CH2:14][C@H:13]2[O:27][CH3:28])=[O:10])[NH:5][C:6]=1[CH2:7][CH3:8].[NH2:29][CH:30]1[CH2:35][CH2:34][N:33]([C:36]([O:38][C:39]([CH3:42])([CH3:41])[CH3:40])=[O:37])[CH2:32][CH2:31]1.CCN=C=NCCCN(C)C.Cl.C1C=CC2N(O)N=NC=2C=1.C(N(C(C)C)CC)(C)C>CC(N(C)C)=O.ClCCl>[Cl:1][C:2]1[N:3]=[C:4]([C:9]([NH:11][C@H:12]2[CH2:17][CH2:16][N:15]([C:18]3[S:19][C:20]([C:24]([NH:29][CH:30]4[CH2:31][CH2:32][N:33]([C:36]([O:38][C:39]([CH3:42])([CH3:41])[CH3:40])=[O:37])[CH2:34][CH2:35]4)=[O:25])=[C:21]([CH3:23])[N:22]=3)[CH2:14][C@H:13]2[O:27][CH3:28])=[O:10])[NH:5][C:6]=1[CH2:7][CH3:8] |f:2.3|. Procedure: The same operation as in Example (1g) was performed using cis(±)-2-(4-{[(4-chloro-5-ethyl-1H-imidazol-2-yl)carbonyl]amino}-3-methoxypiperidin-1-yl)-4-methyl-1,3-thiazole-5-carboxylic acid obtained in Example (14a) (30 mg, 0.07 mmol), tert-butyl 4-aminopiperidine-1-carboxylate (16 mg, 0.08 mmol), WSC hydrochloride (44 mg, 0.23 mmol), HOBT (16 mg, 0.12 mmol), diisopropylethylamine (0.015 mL, 0.08 mmol), dichloromethane (0.75 mL) and DMA (0.75 mL), to obtain 31 mg of the title compound as a white s... Starting materials: C(C1=CC=CC=C1)OC(CN1N=CN=C1C)=O ((5-methyl-[1,2,4]triazol-1-yl)-acetic acid benzyl ester), ( B ). Solvent: CCO (EtOH). The product is CC1=NC=NN1CC(=O)O ((5-methyl-[1,2,4]triazol-1-yl)-acetic acid). As a reaction SMILES: C([O:8][C:9](=[O:17])[CH2:10][N:11]1[C:15]([CH3:16])=[N:14][CH:13]=[N:12]1)C1C=CC=CC=1>CCO>[CH3:16][C:15]1[N:11]([CH2:10][C:9]([OH:17])=[O:8])[N:12]=[CH:13][N:14]=1. Procedure: The final compound (5-methyl-[1,2,4]triazol-1-yl)-acetic acid was prepared using a method analogous to that of Example 14 step 14.2, (5-methyl-[1,2,4]triazol-1-yl)-acetic acid benzyl ester replacing intermediate 14.1 and using EtOH instead of MeOH/AcOH. LC-MS (B): tR=0.19 min; [M+H]+: 142.24. Starting materials: CS(=O)(=O)OCC1=CC(=CC=C1)C1=NN(C2=C1C(=NC=C2)OC)C2=C(C=CC=C2F)F (3-(1-(2,6-difluorophenyl)-4-methoxy-1H-pyrazolo[4,3-c]pyridin-3-yl)benzyl methanesulfonate), Cl.CNC (dimethylamine hydrochloride), [I-].[Na+] (sodium iodide), C(O)([O-])=O.[Na+] (sodium hydrogencarbonate). Run in CN(C)C=O (DMF), C(C)N(CC)CC (triethylamine). Run at temperature 90 celsius, time 2 hour. Yields the product FC1=C(C(=CC=C1)F)N1N=C(C=2C(=NC=CC21)OC)C=2C=C(C=CC2)CN(C)C (1-(3-(1-(2,6-difluorophenyl)-4-methoxy-1H-pyrazolo[4,3-c]pyridin-3-yl)phenyl)-N,N-dimethylmethanamine). The yield is 93.4%. Reaction SMILES: CS(O[CH2:6][C:7]1[CH:12]=[CH:11][CH:10]=[C:9]([C:13]2[C:17]3[C:18]([O:22][CH3:23])=[N:19][CH:20]=[CH:21][C:16]=3[N:15]([C:24]3[C:29]([F:30])=[CH:28][CH:27]=[CH:26][C:25]=3[F:31])[N:14]=2)[CH:8]=1)(=O)=O.Cl.[CH3:33][NH:34][CH3:35].[I-].[Na+].C(=O)([O-])O.[Na+]>CN(C=O)C.C(N(CC)CC)C>[F:31][C:25]1[CH:26]=[CH:27][CH:28]=[C:29]([F:30])[C:24]=1[N:15]1[C:16]2[CH:21]=[CH:20][N:19]=[C:18]([O:22][CH3:23])[C:17]=2[C:13]([C:9]2[CH:8]=[C:7]([CH2:6][N:34]([CH3:35])[CH3:33])[CH:12]=[CH:11][CH:10]=2)=[N:14]1 |f:1.2,3.4,5.6|. Reported procedure: To a solution of 3-(1-(2,6-difluorophenyl)-4-methoxy-1H-pyrazolo[4,3-c]pyridin-3-yl)benzyl methanesulfonate (75 mg), dimethylamine hydrochloride (79 mg) and sodium iodide (29 mg) in DMF (1 mL) was added triethylamine (0.135 mL), and the mixture was stirred at 90° C. for 2 hr. To the reaction mixture was added saturated aqueous sodium hydrogencarbonate solution, and the mixture was extracted with ethyl acetate. The organic layer was washed successively with water and saturated brine, dried over a...